describe an organic reaction: reactants, conditions, products, and yield From a dataset of the Open Reaction Database (ORD), a public repository of structured organic reaction records. Reactants: C(#N)C1CCN(CC1)C(=O)OCC1=CC=CC=C1 (benzyl 4-cyanopiperidine-1-carboxylate), CCCC.I[Si](C)(C)C(C)(C)C (iodo-tert-butyldimethylsilane butane), C1CCOC1 (THF), [Li+].C[Si](C)(C)[N-][Si](C)(C)C (LiHMDS). Yields the product [Si](C)(C)(C(C)(C)C)OCCCCC1(CCN(CC1)C(=O)OCC1=CC=CC=C1)C#N (Benzyl 4-(4-(tert-butyldimethylsilyloxy)butyl)-4-cyanopiperidine-1-carboxylate). Yield: 67.0%. Reaction SMILES: [C:1]([CH:3]1[CH2:8][CH2:7][N:6]([C:9]([O:11][CH2:12][C:13]2[CH:18]=[CH:17][CH:16]=[CH:15][CH:14]=2)=[O:10])[CH2:5][CH2:4]1)#[N:2].CCCC.I[Si:24]([C:27]([CH3:30])([CH3:29])[CH3:28])([CH3:26])[CH3:25].[Li+].C[Si]([N-][Si](C)(C)C)(C)C.[CH2:41]1[CH2:45][O:44][CH2:43][CH2:42]1>>[Si:24]([O:44][CH2:43][CH2:42][CH2:41][CH2:45][C:3]1([C:1]#[N:2])[CH2:8][CH2:7][N:6]([C:9]([O:11][CH2:12][C:13]2[CH:14]=[CH:15][CH:16]=[CH:17][CH:18]=2)=[O:10])[CH2:5][CH2:4]1)([C:27]([CH3:30])([CH3:29])[CH3:28])([CH3:26])[CH3:25] |f:1.2,3.4|. Procedure details: To a stirred solution of benzyl 4-cyanopiperidine-1-carboxylate (10 g, 41 mmol) and iodo-tert-butyldimethylsilane butane (12.6 mL, 49 mmol) in THF (80 mL) cooled to −78° C. was added LiHMDS (50 mL, 50 mmol, 1M in THF) dropwise over 30 min. The resulting mixture was stirred while gradually warming to room temperature for 18 h. After quenching with water, the organic phase was diluted with EtOAc and washed with water, brine and dried (Na2SO4). After concentration, the residue was purified by flash... Starting materials: C1(=CC=CC=C1)OC(NC1CCC(CC1)(C1=CC=CC=C1)N(C)C)=O ((4-dimethylamino-4-phenylcyclohexyl)-carbamic acid phenyl ester), COC=1C=C2C(=CNC2=CC1)C1CCNCC1 (5-methoxy-3-piperidine-4-yl-1H-indole). Run in O1CCOCC1 (dioxane). The product is CN(C1(CCC(CC1)NC(=O)N1CCC(CC1)C1=CNC2=CC=C(C=C12)OC)C1=CC=CC=C1)C (4-(5-methoxy-1H-indol-3-yl)piperidine-1-carboxylic acid-(4-dimethylamino-4-phenylcyclohexyl)-amide). Reaction SMILES: C1(O[C:8](=[O:25])[NH:9][CH:10]2[CH2:15][CH2:14][C:13]([N:22]([CH3:24])[CH3:23])([C:16]3[CH:21]=[CH:20][CH:19]=[CH:18][CH:17]=3)[CH2:12][CH2:11]2)C=CC=CC=1.[CH3:26][O:27][C:28]1[CH:29]=[C:30]2[C:34](=[CH:35][CH:36]=1)[NH:33][CH:32]=[C:31]2[CH:37]1[CH2:42][CH2:41][NH:40][CH2:39][CH2:38]1>O1CCOCC1>[CH3:24][N:22]([CH3:23])[C:13]1([C:16]2[CH:17]=[CH:18][CH:19]=[CH:20][CH:21]=2)[CH2:12][CH2:11][CH:10]([NH:9][C:8]([N:40]2[CH2:41][CH2:42][CH:37]([C:31]3[C:30]4[C:34](=[CH:35][CH:36]=[C:28]([O:27][CH3:26])[CH:29]=4)[NH:33][CH:32]=3)[CH2:38][CH2:39]2)=[O:25])[CH2:15][CH2:14]1. Procedure details: The non-polar diastereoisomer of (4-dimethylamino-4-phenylcyclohexyl)-carbamic acid phenyl ester (338 mg, 1.0 mmole) was added to a solution of 5-methoxy-3-piperidine-4-yl-1H-indole (230 mg, 1.0 mmole) in dioxane (10 ml). The reaction mixture was then boiled under reflux for 32 hours. The reaction mixture was worked up by distilling off dioxane and diluting with water (10 ml). The reaction mixture was adjusted to pH 11 with 5M NaOH and extracted with EE (3×20 ml). The organic phase was dried wit... Reactants: C(O)(O)=O.C(=C)(C)Cl (isopropenyl chloride carbonate), [N+](=O)([O-])C1=CC=C(C=C1)O (4-nitrophenol), C(Cl)(Cl)Cl (chloroform). The solvent is N1=CC=CC=C1 (pyridine). Product: C(OC(=C)C)(OC1=CC=C(C=C1)[N+](=O)[O-])=O (Isopropenyl 4-nitrophenyl carbonate). Isolated yield 17.6%. As a reaction SMILES: [C:1](=[O:4])([OH:3])[OH:2].[C:5](Cl)([CH3:7])=[CH2:6].[N+:9]([C:12]1[CH:17]=[CH:16][C:15](O)=[CH:14][CH:13]=1)([O-:11])=[O:10].C(Cl)(Cl)Cl>N1C=CC=CC=1>[C:1](=[O:3])([O:2][C:15]1[CH:16]=[CH:17][C:12]([N+:9]([O-:11])=[O:10])=[CH:13][CH:14]=1)[O:4][C:5]([CH3:7])=[CH2:6] |f:0.1|. Procedure: To isopropenyl chloride carbonate (6.68 g) were added 4-nitrophenol (5 g) and chloroform (150 ml), and thereto was added drowpise pyridine (2.9 ml) under ice-cooling over a period of 20 minutes. Then, the mixture was stirred under ice-cooling for 15 minutes, then warmed to room temperature, and further stirred overnight. After the reaction was completed, the reaction solution was washed succesively with 1N aqueous hydrochloric acid solution, water and a satureated aqueous sodium chloride solutio... Starting materials: CC(C)CCCN, CCO, Cl, CC(CN1CCCC1)N1c2ccccc2Sc2ccc(C(N)=S)cc21, S. Yields the product Cl, CC(C)CCCNC(=S)c1ccc2c(c1)N(C(C)CN1CCCC1)c1ccccc1S2. RXN SMILES: [CH3:27][CH:28]([CH2:29][CH2:30][CH2:31][NH2:32])[CH3:33].[CH3:35][CH2:36][OH:37].[ClH:26].[N:1]1([CH2:6][CH:7]([CH3:8])[N:9]2[c:10]3[cH:11][cH:12][cH:13][cH:14][c:15]3[S:16][c:17]3[cH:18][cH:19][c:20]([C:23]([NH2:24])=[S:25])[cH:21][c:22]32)[CH2:2][CH2:3][CH2:4][CH2:5]1.[SH2:34]>>[ClH:26].[N:1]1([CH2:6][CH:7]([CH3:8])[N:9]2[c:10]3[cH:11][cH:12][cH:13][cH:14][c:15]3[S:16][c:17]3[cH:18][cH:19][c:20]([C:23]([NH:24][CH2:31][CH2:30][CH2:29][CH:28]([CH3:27])[CH3:33])=[S:25])[cH:21][c:22]32)[CH2:2][CH2:3][CH2:4][CH2:5]1. Reactants: CNCC(OC)OC, ClCCl, COc1ccc(N2CCN(c3ccc(N=C=S)cc3)CC2)cc1. Yields the product COc1ccc(N2CCN(c3ccc(NC(=S)N(C)CC(OC)OC)cc3)CC2)cc1. As a reaction SMILES: [CH3:24][O:25][CH:26]([CH2:27][NH:28][CH3:29])[O:30][CH3:31].[Cl:32][CH2:33][Cl:34].[N:1](=[C:2]=[S:3])[c:4]1[cH:5][cH:6][c:7]([N:10]2[CH2:11][CH2:12][N:13]([c:16]3[cH:17][cH:18][c:19]([O:22][CH3:23])[cH:20][cH:21]3)[CH2:14][CH2:15]2)[cH:8][cH:9]1>>[NH:1]([C:2](=[S:3])[N:28]([CH2:27][CH:26]([O:25][CH3:24])[O:30][CH3:31])[CH3:29])[c:4]1[cH:5][cH:6][c:7]([N:10]2[CH2:11][CH2:12][N:13]([c:16]3[cH:17][cH:18][c:19]([O:22][CH3:23])[cH:20][cH:21]3)[CH2:14][CH2:15]2)[cH:8][cH:9]1. Product: C(=O)(OC(C)(C)C)N1CC(C(CC1)NC1=C(C=CC=C1)CO)C(=O)OC (methyl 1-Boc-4-(2-hydroxymethylphenylamino)-3-piperidine carboxylate). RXN SMILES: [C:1]([N:8]1[CH2:13][CH2:12][C:11](=O)[CH:10]([C:15]([O:17][CH3:18])=[O:16])[CH2:9]1)([O:3][C:4]([CH3:7])([CH3:6])[CH3:5])=[O:2].[NH2:19][C:20]1[CH:27]=[CH:26][CH:25]=[CH:24][C:21]=1[CH2:22][OH:23].C(O)(=O)C.C([BH3-])#N.[Na+]>CO>[C:1]([N:8]1[CH2:13][CH2:12][CH:11]([NH:19][C:20]2[CH:27]=[CH:26][CH:25]=[CH:24][C:21]=2[CH2:22][OH:23])[CH:10]([C:15]([O:17][CH3:18])=[O:16])[CH2:9]1)([O:3][C:4]([CH3:7])([CH3:6])[CH3:5])=[O:2] |f:3.4|. Run at time 3.5 hour. Procedure: Methyl 1-Boc-4-oxo-3-piperidinecarboxylate from Step 1 above (3.86 g, 15 mmol) was combined with 2-aminobenzyl alcohol (1.5 g, 12.2 mmol) and acetic acid (1.29 mL, 1.35 g, 22.5 mmol) in methanol (10 mL). Sodium cyanoborohydride (0.94 g, 15 mmol) was added and the mixture was stirred at ambient temperature for 3.5 h. The solvent was removed in vacuo and the residue treated with ethyl acetate (100 mL). The solution was washed with saturated aqueous sodium bicarbonate, dried over sodium sulfate, fi... Starting materials: C(=O)(OC(C)(C)C)N1CC(C(CC1)=O)C(=O)OC (methyl 1-Boc-4-oxo-3-piperidinecarboxylate), C(#N)[BH3-].[Na+] (Sodium cyanoborohydride), NC1=C(CO)C=CC=C1 (2-aminobenzyl alcohol), C(C)(=O)O (acetic acid). Run in CO (methanol). Reactants: C(C1=CC=CC=C1)OC1=C(C=C(C=C1)CCN)OC (2-(4-benzyloxy-3-methoxyphenyl)-ethylamine), Cl (hydrochloric acid), C(C)S(=O)(=O)N[C@H](C(=O)O)C(C)C ((S)-2-(ethylsulfonylamino)-3-methyl-butyric acid), CN1CCOCC1 (N-methylmorpholine), C(C(C)C)OC(=O)Cl (chloroformic acid isobutyl ester). Run in O1CCCC1 (tetrahydrofuran), O1CCCC1 (tetrahydrofuran). Reaction conditions: temperature -20 celsius, time 10 minute. Yields the product C(C1=CC=CC=C1)OC1=C(C=C(C=C1)CCNC([C@H](C(C)C)NS(=O)(=O)CC)=O)OC ((S)-2-(ethylsulfonylamino)-3-methyl-butyric acid N-[2-(4-benzyloxy-3-methoxyphenyl)-ethyl]-amide). As a reaction SMILES: [CH2:1]([S:3]([NH:6][C@@H:7]([CH:11]([CH3:13])[CH3:12])[C:8]([OH:10])=O)(=[O:5])=[O:4])[CH3:2].CN1CCOCC1.C(OC(Cl)=O)C(C)C.[CH2:29]([O:36][C:37]1[CH:42]=[CH:41][C:40]([CH2:43][CH2:44][NH2:45])=[CH:39][C:38]=1[O:46][CH3:47])[C:30]1[CH:35]=[CH:34][CH:33]=[CH:32][CH:31]=1.Cl>O1CCCC1>[CH2:29]([O:36][C:37]1[CH:42]=[CH:41][C:40]([CH2:43][CH2:44][NH:45][C:8](=[O:10])[C@@H:7]([NH:6][S:3]([CH2:1][CH3:2])(=[O:4])=[O:5])[CH:11]([CH3:13])[CH3:12])=[CH:39][C:38]=1[O:46][CH3:47])[C:30]1[CH:35]=[CH:34][CH:33]=[CH:32][CH:31]=1. Procedure: 21.1 g of (S)-2-(ethylsulfonylamino)-3-methyl-butyric acid and 12 ml of N-methylmorpholine are cooled in 450 ml of tetrahydrofuran, with stirring, to −20° C. 13.2 ml of chloroformic acid isobutyl ester are added dropwise thereto over 10 min and the reaction mixture is subsequently stirred for 1 hour at −10° C. It is then cooled to −20° C. and a solution of 26.1 g of 2-(4-benzyloxy-3-methoxyphenyl)-ethylamine in 100 ml of tetrahydrofuran is added dropwise over 20 min. The reaction mixture is then...